From a dataset of the Open Reaction Database (ORD), a public repository of structured organic reaction records. describe an organic reaction: reactants, conditions, products, and yield Procedure: (4S)-4-(4-methylbenzyl)-1,3-oxazolidin-2-one (Step B, 14 mg, 0.074 mmol) was treated with sodium hydride (60% in oil, 6.2 mg, 0.154 mmol) and 2′-(bromomethyl)-4-fluoro-5-isopropyl-2-methoxy-4′-(trifluoromethyl)biphenyl (Intermediate 10, 25 mg, 0.062 mmol) as described in Example 305 to afford (4S)-3-{[4′-fluoro-5′-isopropyl-2′-methoxy-4-(trifluoromethyl)biphenyl-2-yl]methyl}-4-(4-methylbenzyl)-1,3-oxazolidin-2-one as clear gum. LCMS=516.4 (M+1)+. 1H NMR (CDCl3, 500 MHz, mixture of atropisomers) ... Reaction SMILES: [CH3:1][C:2]1[CH:14]=[CH:13][C:5]([CH2:6][C@H:7]2[CH2:11][O:10][C:9](=[O:12])[NH:8]2)=[CH:4][CH:3]=1.[H-].[Na+].Br[CH2:18][C:19]1[CH:24]=[C:23]([C:25]([F:28])([F:27])[F:26])[CH:22]=[CH:21][C:20]=1[C:29]1[CH:34]=[C:33]([CH:35]([CH3:37])[CH3:36])[C:32]([F:38])=[CH:31][C:30]=1[O:39][CH3:40]>>[F:38][C:32]1[C:33]([CH:35]([CH3:37])[CH3:36])=[CH:34][C:29]([C:20]2[CH:21]=[CH:22][C:23]([C:25]([F:27])([F:28])[F:26])=[CH:24][C:19]=2[CH2:18][N:8]2[C@@H:7]([CH2:6][C:5]3[CH:4]=[CH:3][C:2]([CH3:1])=[CH:14][CH:13]=3)[CH2:11][O:10][C:9]2=[O:12])=[C:30]([O:39][CH3:40])[CH:31]=1 |f:1.2|. The product is FC1=CC(=C(C=C1C(C)C)C1=C(C=C(C=C1)C(F)(F)F)CN1C(OC[C@@H]1CC1=CC=C(C=C1)C)=O)OC ((4S)-3-{[4′-fluoro-5′-isopropyl-2′-methoxy-4-(trifluoromethyl)biphenyl-2-yl]methyl}-4-(4-methylbenzyl)-1,3-oxazolidin-2-one). The reactants are CC1=CC=C(C[C@@H]2NC(OC2)=O)C=C1 ((4S)-4-(4-methylbenzyl)-1,3-oxazolidin-2-one), [H-].[Na+] (sodium hydride), BrCC1=C(C=CC(=C1)C(F)(F)F)C1=C(C=C(C(=C1)C(C)C)F)OC (2′-(bromomethyl)-4-fluoro-5-isopropyl-2-methoxy-4′-(trifluoromethyl)biphenyl), BrCC1=C(C=CC(=C1)C(F)(F)F)C1=C(C=C(C(=C1)C(C)C)F)OC (2′-(bromomethyl)-4-fluoro-5-isopropyl-2-methoxy-4′-(trifluoromethyl)biphenyl). Product: NC1=NC=C(C(=N1)N)C1=C(C=C(C=C1)[N+](=O)[O-])C1=C(C(=CC=C1)Cl)Cl (2,4-Diamino-5-(2,3-dichlorophenyl-4-nitrophenyl)pyrimidine). The reactants are 4-nitro, 5-nitro, NC1=NC=C(C(=N1)N)C1=C(C(=C(C(=C1)Cl)[N+](=O)[O-])Cl)Cl (2,4-Diamino-5-(4-nitro-2,3,5-trichlorophenyl)pyrimidine), NC1=NC=C(C(=N1)N)C1=C(C(=CC=C1)Cl)Cl (2,4-diamino-5-(2,3-dichlorophenyl)pyrimidine). Procedure details: This compound was made in an analogous manner to the compound of Example 5 from 2,4-diamino-5-(2,3-dichlorophenyl)pyrimidine (Example 21). The reaction gave a mixture of the 4-nitro and 5-nitro derivatives from which the title compound was separated by column chromatography (SiO2, EtOAc), mp. 237°-9° C. Also separated in this manner was 2,4-diamino-5-(2,3-dichloro-5-nitrophenyl)pyrimidine, mp. 264°-6° C. Reaction SMILES: [NH2:1][C:2]1[N:7]=[C:6]([NH2:8])[C:5]([C:9]2[CH:14]=[C:13](Cl)[C:12]([N+:16]([O-:18])=[O:17])=[C:11](Cl)[C:10]=2Cl)=[CH:4][N:3]=1.NC1N=C(N)C([C:29]2[CH:34]=[CH:33][CH:32]=[C:31]([Cl:35])[C:30]=2[Cl:36])=CN=1>>[NH2:1][C:2]1[N:7]=[C:6]([NH2:8])[C:5]([C:9]2[CH:14]=[CH:13][C:12]([N+:16]([O-:18])=[O:17])=[CH:11][C:10]=2[C:29]2[CH:34]=[CH:33][CH:32]=[C:31]([Cl:35])[C:30]=2[Cl:36])=[CH:4][N:3]=1. The reactants are [Li]CCCC, C1CCOC1, CC(C)(C)[O-], Cc1cc2ccccc2[nH]1, CC(C)(CC(=O)C(F)(F)F)c1ccccn1, [K+]. The product is CC(C)(CC(O)(Cc1cc2ccccc2[nH]1)C(F)(F)F)c1ccccn1. Reaction SMILES: [CH2:11]([Li:12])[CH2:13][CH2:14][CH3:15].[CH2:38]1[O:39][CH2:40][CH2:41][CH2:42]1.[CH3:16][C:17]([CH3:18])([O-:19])[CH3:20].[CH3:1][c:2]1[nH:3][c:4]2[cH:5][cH:6][cH:7][cH:8][c:9]2[cH:10]1.[F:22][C:23]([C:24]([CH2:25][C:26]([CH3:27])([c:28]1[n:29][cH:30][cH:31][cH:32][cH:33]1)[CH3:34])=[O:35])([F:36])[F:37].[K+:21]>>[CH2:1]([c:2]1[nH:3][c:4]2[cH:5][cH:6][cH:7][cH:8][c:9]2[cH:10]1)[C:24]([C:23]([F:22])([F:36])[F:37])([CH2:25][C:26]([CH3:27])([c:28]1[n:29][cH:30][cH:31][cH:32][cH:33]1)[CH3:34])[OH:35]. Starting materials: C(C)(C)(C)NC1=C(C(=C(C=C1)[N+](=O)[O-])CCO)F (4-t-Butylamino-3-fluoro-2-(2-hydroxyethyl)nitrobenzene). Run in Cl (hydrochloric acid). Yields the product NC1=C(C(=C(C=C1)[N+](=O)[O-])CCO)F (4-Amino-3-fluoro-2-(2-hydroxyethyl)nitrobenzene). Yield: 97.0%. Reaction SMILES: C([NH:5][C:6]1[CH:11]=[CH:10][C:9]([N+:12]([O-:14])=[O:13])=[C:8]([CH2:15][CH2:16][OH:17])[C:7]=1[F:18])(C)(C)C>Cl>[NH2:5][C:6]1[CH:11]=[CH:10][C:9]([N+:12]([O-:14])=[O:13])=[C:8]([CH2:15][CH2:16][OH:17])[C:7]=1[F:18]. Reported procedure: 11 g of the compound (123) obtained in Comparative Example 5 was added to 200 ml of concentrated hydrochloric acid, and the solution heated at reflux for 2.5 hours. After air-cooling, the solution was extracted with 500 ml of ethyl acetate four times, and the extract was washed with aqueous 10% sodium hydrogen carbonate solution. After drying over magnesium sulfate, the solvent was removed by distillation. The residue was crystallized with n-hexane, and the crystals were filtered to obtain 8.33 ... The reactants are ClC1=C(C=CC(=C1)S(=O)(=O)C(C)C)OC1=CC(=C(C=C1)[N+](=O)[O-])[N+](=O)[O-] (2-chloro-4-isopropylsulphonyl-(3,4-dinitrophenoxy)benzene), NC(CC#N)C (3-aminobutyronitrile). Solvent: C(C)#N (acetonitrile). Yields the product [N+](=O)([O-])C1=C(C=C(C=C1)OC1=C(C=C(C=C1)S(=O)(=O)C(C)C)Cl)NC(CC#N)C (3-[N-{2-nitro-5-(2-chloro-4-isopropylsulphonylphenoxy)phenyl}amino]butyronitrile). As a reaction SMILES: [Cl:1][C:2]1[CH:7]=[C:6]([S:8]([CH:11]([CH3:13])[CH3:12])(=[O:10])=[O:9])[CH:5]=[CH:4][C:3]=1[O:14][C:15]1[CH:20]=[CH:19][C:18]([N+:21]([O-:23])=[O:22])=[C:17]([N+:24]([O-])=O)[CH:16]=1.N[CH:28]([CH3:32])[CH2:29][C:30]#[N:31]>C(#N)C>[N+:21]([C:18]1[CH:19]=[CH:20][C:15]([O:14][C:3]2[CH:4]=[CH:5][C:6]([S:8]([CH:11]([CH3:12])[CH3:13])(=[O:10])=[O:9])=[CH:7][C:2]=2[Cl:1])=[CH:16][C:17]=1[NH:24][CH:28]([CH3:32])[CH2:29][C:30]#[N:31])([O-:23])=[O:22]. Reported procedure: A solution of 4.0 g of 2-chloro-4-isopropylsulphonyl-(3,4-dinitrophenoxy)benzene and 2,5 g of 3-aminobutyronitrile in 30 ml of acetonitrile was refluxed for 13 hours. After evaporation the residue was recrystallized from methanol. The desired product was obtained in a yield of 3.3 g; m.p. 132° C. Starting materials: O[C@@H]([C@@H](OC1=CC=C(C=C1)C1=CC=C(C=C1)CC(=O)O)C)CCC=1C=NC=CC1 ((1S,2R)-[4′-(2-Hydroxy-1-methyl-4-pyridin-3-yl-butoxy)-biphenyl-4-yl]acetic acid), C(C)(C)N (isopropylamine), 1-(3-dimethylaminopropyl)-3-ethylcarboiimide hydrochloride, ON1N=NC2=C1C=CC=C2 (1-hydroxybenzotriazole). The solvent is CN(C=O)C (dimethylformamide). Run at time 16 hour. The product is O[C@@H]([C@@H](OC1=CC=C(C=C1)C1=CC=C(C=C1)CC(=O)NC(C)C)C)CCC=1C=NC=CC1 ((1S,2R)-2-[4′-(2-Hydroxy-1-methyl-4-pyridin-3-yl-butoxy)-biphenyl-4-yl]-N-isopropylactamide). Isolated yield 78.9%. As a reaction SMILES: [OH:1][C@H:2]([CH2:22][CH2:23][C:24]1[CH:25]=[N:26][CH:27]=[CH:28][CH:29]=1)[C@H:3]([CH3:21])[O:4][C:5]1[CH:10]=[CH:9][C:8]([C:11]2[CH:16]=[CH:15][C:14]([CH2:17][C:18](O)=[O:19])=[CH:13][CH:12]=2)=[CH:7][CH:6]=1.[CH:30]([NH2:33])([CH3:32])[CH3:31].ON1C2C=CC=CC=2N=N1>CN(C)C=O>[OH:1][C@H:2]([CH2:22][CH2:23][C:24]1[CH:25]=[N:26][CH:27]=[CH:28][CH:29]=1)[C@H:3]([CH3:21])[O:4][C:5]1[CH:10]=[CH:9][C:8]([C:11]2[CH:16]=[CH:15][C:14]([CH2:17][C:18]([NH:33][CH:30]([CH3:32])[CH3:31])=[O:19])=[CH:13][CH:12]=2)=[CH:7][CH:6]=1. Reported procedure: (1S,2R)-[4′-(2-Hydroxy-1-methyl-4-pyridin-3-yl-butoxy)-biphenyl-4-yl]-acetic acid (Example 55, 0.07 g), isopropylamine (0.012 g), 1-(3-dimethylaminopropyl)-3-ethylcarboiimide hydrochloride (0.038 g) and 1-hydroxybenzotriazole (0.027 g) were dissolved in dimethylformamide (2 ml) and stirred for 16 hours at room temperature. The dimethylformamide was removed by vacuum distillation, the residue dissolved in dichloromethane, filtered and purified by normal-phase HPLC eluting with a gradient of 0-10%... Starting materials: S(=O)(=O)(C1=CC=C(C)C=C1)Cl (Tosyl chloride), C(C1=CC=CC=C1)OC=1C=C(C=C(C1)OCC1=CC=CC=C1)C(CCO)C (3-(3,5-dibenzyloxyphenyl)-1-butanol). Run in N1=CC=CC=C1 (pyridine), Cl (hydrochloric acid). Conditions: time 18 hour. Yields the product C(C1=CC=CC=C1)OC=1C=C(C=C(C1)OCC1=CC=CC=C1)C(CCOS(=O)(=O)C1=CC=C(C)C=C1)C (3-(3,5-Dibenzyloxyphenyl)butyl-Tosylate). RXN SMILES: [S:1](Cl)([C:4]1[CH:10]=[CH:9][C:7]([CH3:8])=[CH:6][CH:5]=1)(=[O:3])=[O:2].[CH2:12]([O:19][C:20]1[CH:21]=[C:22]([CH:34]([CH3:38])[CH2:35][CH2:36][OH:37])[CH:23]=[C:24]([O:26][CH2:27][C:28]2[CH:33]=[CH:32][CH:31]=[CH:30][CH:29]=2)[CH:25]=1)[C:13]1[CH:18]=[CH:17][CH:16]=[CH:15][CH:14]=1>N1C=CC=CC=1.Cl>[CH2:27]([O:26][C:24]1[CH:23]=[C:22]([CH:34]([CH3:38])[CH2:35][CH2:36][O:37][S:1]([C:4]2[CH:10]=[CH:9][C:7]([CH3:8])=[CH:6][CH:5]=2)(=[O:3])=[O:2])[CH:21]=[C:20]([O:19][CH2:12][C:13]2[CH:14]=[CH:15][CH:16]=[CH:17][CH:18]=2)[CH:25]=1)[C:28]1[CH:33]=[CH:32][CH:31]=[CH:30][CH:29]=1. Reported procedure: Tosyl chloride (11.1 g., 58.1 mM) is added to a solution of 3-(3,5-dibenzyloxyphenyl)-1-butanol (20.7 g., 57 mM) in pyridine (90 ml.) at -45° C. The reaction mixture is held at -35° C. for 18 hours and is then diluted with cold 2 N hydrochloric acid (1500 ml.) and extracted with ether (5×250 ml.). The combined extracts are washed with saturated sodium chloride solution (4×250 ml.) and then dried (Na2SO4). Concentration of the dried extract affords the product as an oil. It is crystallized by tre... The reactants are BrCC1CC1, O=C([O-])[O-], CN(C)C=O, Oc1ccc(-c2nn3c(NC4CC4)cccc3c2-c2ccnc(NC3CCCC3)n2)cc1, [Cs+], [Cs+]. Yields the product c1cc(NC2CC2)n2nc(-c3ccc(OCC4CC4)cc3)c(-c3ccnc(NC4CCCC4)n3)c2c1. As a reaction SMILES: [Br:39][CH2:40][CH:41]1[CH2:42][CH2:43]1.[C:33](=[O:34])([O-:35])[O-:36].[CH3:44][N:45]([CH3:46])[CH:47]=[O:48].[CH:1]1([NH:6][c:7]2[n:8][cH:9][cH:10][c:11](-[c:13]3[c:14](-[c:26]4[cH:27][cH:28][c:29]([OH:32])[cH:30][cH:31]4)[n:15][n:16]4[c:17]3[cH:18][cH:19][cH:20][c:21]4[NH:22][CH:23]3[CH2:24][CH2:25]3)[n:12]2)[CH2:2][CH2:3][CH2:4][CH2:5]1.[Cs+:37].[Cs+:38]>>[CH:1]1([NH:6][c:7]2[n:8][cH:9][cH:10][c:11](-[c:13]3[c:14](-[c:26]4[cH:27][cH:28][c:29]([O:32][CH2:40][CH:41]5[CH2:42][CH2:43]5)[cH:30][cH:31]4)[n:15][n:16]4[c:17]3[cH:18][cH:19][cH:20][c:21]4[NH:22][CH:23]3[CH2:24][CH2:25]3)[n:12]2)[CH2:2][CH2:3][CH2:4][CH2:5]1. The reactants are C1(=CC=C(C=C1)C1CCN(C=C1)C(C(C)(C)C)=O)C (4-p-tolyl-N-pivaloyldihydropyridine), [Br-].[Na+] (sodium bromide), C([O-])(O)=O.[Na+] (sodium bicarbonate). Reagents/catalysts: O.O.O.O.C(C)(=O)[O-].[Co+2].C(C)(=O)[O-] (cobalt(II) acetate tetrahydrate), O.O.O.O.C(C)(=O)[O-].[Mn+2].C(C)(=O)[O-] (manganese(II) acetate tetrahydrate). Solvent: C(C)(=O)O (acetic acid). Run at temperature 162.5 celsius, time 30 minute. The product is C(=O)(O)C1=CC=C(C=C1)C1=CC=NC=C1 (4-(4′-carboxyphenyl)pyridine). Yield: 90.0%. As a reaction SMILES: [C:1]1(C)[CH:6]=[CH:5][C:4]([CH:7]2[CH:12]=[CH:11][N:10](C(=O)C(C)(C)C)[CH2:9][CH2:8]2)=[CH:3][CH:2]=1.[Br-].[Na+].[C:22](=[O:25])(O)[O-:23].[Na+]>O.O.O.O.C([O-])(=O)C.[Co+2].C([O-])(=O)C.O.O.O.O.C([O-])(=O)C.[Mn+2].C([O-])(=O)C.C(O)(=O)C>[C:22]([C:1]1[CH:2]=[CH:3][C:4]([C:7]2[CH:8]=[CH:9][N:10]=[CH:11][CH:12]=2)=[CH:5][CH:6]=1)([OH:23])=[O:25] |f:1.2,3.4,5.6.7.8.9.10.11,12.13.14.15.16.17.18|. Procedure: 177.2 g (0.75 mol) of 4-p-tolyl-N-pivaloyldihydropyridine, 1511.2 g of acetic acid, 3.74 g (15.0 mmol) of cobalt(II) acetate tetrahydrate, 3.68 g (15.0 mmol) of manganese(II) acetate tetrahydrate and 3.09 g (30.0 mmol) of sodium bromide are placed in a 3.5 l autoclave. The autoclave is made inert using nitrogen and is heated to 160-165° C. When this temperature has been reached, about 450 l/h of air are introduced and an internal pressure of 16-18 bar is maintained by means of a pressure mainten...